This data is from the Open Reaction Database (ORD), a public repository of structured organic reaction records. The task is: describe an organic reaction: reactants, conditions, products, and yield Reactants: C=O, CC(C)[N-]C(C)C, [Cl-], [Li+], [Na+], C1CCOC1, CC1COC(C)(C)N2C(=O)C(C)C12, O. Product: CC1COC(C)(C)N2C(=O)C(C)(CO)C12. As a reaction SMILES: [CH2:22]=[O:23].[CH:1]([N-:2][CH:3]([CH3:4])[CH3:5])([CH3:6])[CH3:7].[Cl-:25].[Li+:8].[Na+:24].[O:26]1[CH2:27][CH2:28][CH2:29][CH2:30]1.[O:9]=[C:10]1[CH:11]([CH3:21])[CH:12]2[CH:13]([CH3:20])[CH2:14][O:15][C:16]([CH3:18])([CH3:19])[N:17]12.[OH2:31]>>[OH:9][CH2:10][C:11]1([CH3:21])[CH:12]2[CH:13]([CH3:20])[CH2:14][O:15][C:16]([CH3:18])([CH3:19])[N:17]2[C:22]1=[O:23]. Starting materials: ClC1=C(C=C(C2=C1CC(O2)C)C2(O[C@@H]([C@H]([C@@H]([C@H]2O[Si](C)(C)C)O[Si](C)(C)C)O[Si](C)(C)C)CO[Si](C)(C)C)O)CC2=CC=C(C=C2)OCC ((3R,4S,5R,6R)-2-(4-chloro-5-(4-ethoxybenzyl)-2-methyl-2,3-dihydrobenzofuran-7-yl)-3,4,5-tris(trimethylsilyloxy)-6-((trimethylsilyloxy)methyl)tetrahydro-2H-pyran-2-ol), CS(=O)(=O)O (CH3SO3H), C(=O)(O)[O-].[Na+] (NaHCO3), C(=O)(O)[O-].[Na+] (NaHCO3), triol, C(C)[SiH](CC)CC (triethylsilane), B(F)(F)F.CCOCC (boron trifluoride diethyl etherate). Run in C1CCOC1 (THF), O (water), C(Cl)Cl.CC#N (CH2Cl2 CH3CN). Run at temperature -30 celsius. Product: ClC1=C(C=C(C2=C1CC(O2)C)[C@@H]2O[C@@H]([C@H]([C@@H]([C@H]2O)O)O)CO)CC2=CC=C(C=C2)OCC ((2S,3R,4R,5S,6R)-2-(4-Chloro-5-(4-ethoxybenzyl)-2-methyl-2,3-dihydrobenzofuran-7-yl)-6-(hydroxymethyl)tetrahydro-2H-pyran-3,4,5-triol). Reaction SMILES: [Cl:1][C:2]1[C:7]2[CH2:8][CH:9]([CH3:11])[O:10][C:6]=2[C:5]([C:12]2(O)[C@H:17]([O:18][Si](C)(C)C)[C@@H:16]([O:23][Si](C)(C)C)[C@H:15]([O:28][Si](C)(C)C)[C@@H:14]([CH2:33][O:34][Si](C)(C)C)[O:13]2)=[CH:4][C:3]=1[CH2:40][C:41]1[CH:46]=[CH:45][C:44]([O:47][CH2:48][CH3:49])=[CH:43][CH:42]=1.CS(O)(=O)=O.C([O-])(O)=O.[Na+].C([SiH](CC)CC)C.B(F)(F)F.CCOCC>C1COCC1.C(Cl)Cl.CC#N.O>[Cl:1][C:2]1[C:7]2[CH2:8][CH:9]([CH3:11])[O:10][C:6]=2[C:5]([C@H:12]2[C@H:17]([OH:18])[C@@H:16]([OH:23])[C@H:15]([OH:28])[C@@H:14]([CH2:33][OH:34])[O:13]2)=[CH:4][C:3]=1[CH2:40][C:41]1[CH:42]=[CH:43][C:44]([O:47][CH2:48][CH3:49])=[CH:45][CH:46]=1 |f:2.3,5.6,8.9|. Procedure details: To a solution of the crude alcohol (4.46 g, 5.79 mmol) in THF (50 mL) were added CH3SO3H (0.6 N in MeOH, 18 mL, 10.4 mmol) at −78° C. The mixture was allowed to slowly warm to −30° C. To a mixture was added aq. saturated NaHCO3 solution (50 mL) to quench the reaction. After dilution with water, the mixture was stirred at room temperature for 30 min and extracted with EtOAc (100 mL×2). The organic layer was dried over anhydrous MgSO4, filtered and concentrated in vacuo. The crude (3R,4S,5S,6R)-2-...